This data is from the Open Reaction Database (ORD), a public repository of structured organic reaction records. The task is: describe an organic reaction: reactants, conditions, products, and yield Reactants: NO (aminoalcohol), C(C)(=O)OC(C)=O (acetic anhydride), stock solution, ClC1=CC=CC=C1 (chlorobenzene), C(C)[Zn]CC (diethylzinc), CCCCCC (hexane). The solvent is C1(=CC=CC=C1)C (toluene). Conditions: time 72 hour. The product is C(C)(=O)OC(C(C)(C)C)CC (3-acetoxy-2,2-dimethylpentane). Yield: 57.0%. RXN SMILES: NO.Cl[C:4]1[CH:9]=[CH:8]C=CC=1.C([Zn][CH2:13][CH3:14])C.[C:15]([O:18][C:19](=O)C)(=[O:17])[CH3:16].[CH3:22]CCCCC>C1(C)C=CC=CC=1>[C:15]([O:18][CH:19]([CH2:13][CH3:14])[C:9]([CH3:8])([CH3:4])[CH3:22])(=[O:17])[CH3:16]. Reported procedure: A vial was charged with aminoalcohol A (0.0061 g, 0.025 mmol) prepared as in Example 13. To the vial was added 1.63 mL of a stock solution containing trimetbylacetaldehyde (0.26 g), chlorobenzene internal standard (0.26 g), 1 M diethylzinc in hexane (6.0 mL), and toluene (3.0 mL). After 48 h acetic anhydride (0.200 mL) was added. After an additional 72 h a sample of the solution was analyzed by gas chromatography at 70° C. on a Cyclodex B stationary phase. The product 3-acetoxy-2,2-dimethylpenta... Reactants: [BH4-], CCC12CCC3=C(CCc4cc(OC)ccc43)C1CCC2=O, CC(=O)O, CO, [Na+]. Product: CCC12CCC3=C(CCc4cc(OC)ccc43)C1CCC2O. RXN SMILES: [BH4-:23].[CH2:1]([CH3:2])[C:3]12[C:4](=[O:22])[CH2:5][CH2:6][CH:7]1[C:8]1=[C:9]([CH2:10][CH2:11]2)[c:12]2[cH:13][cH:14][c:15]([O:20][CH3:21])[cH:16][c:17]2[CH2:18][CH2:19]1.[CH3:25][C:26](=[O:27])[OH:28].[CH3:29][OH:30].[Na+:24]>>[CH2:1]([CH3:2])[C:3]12[CH:4]([OH:22])[CH2:5][CH2:6][CH:7]1[C:8]1=[C:9]([CH2:10][CH2:11]2)[c:12]2[cH:13][cH:14][c:15]([O:20][CH3:21])[cH:16][c:17]2[CH2:18][CH2:19]1. The reactants are C(C)(C)(C)OC(=O)N1CCC(CC1)N(N(C(=O)C1=NC(=NC=C1)SC)C)C(CC1=CC=C(C=C1)F)=O (4-{N-[2-(4-fluoro-phenyl)-acetyl]-N′-methyl-N′-(2-methylsulfanyl-pyrimidine-4-carbonyl)-hydrazino}-piperidine-1-carboxylic acid tert-butyl ester), [H-].[Na+] (NaH). Solvent: CN(C)C=O (DMF). Conditions: temperature 0 celsius, time 0.5 hour. Yields the product C(C)(C)(C)OC(=O)N1CCC(CC1)N1N(C(=C(C1=O)C1=CC=C(C=C1)F)C1=NC(=NC=C1)SC)C (4-[4-(4-Fluorophenyl)-2-methyl-3-(2-methylsulfanyl-pyrimidin-4-yl)-5-oxo-2,5-dihydro-pyrazol-1-yl]-piperidine-1 carboxylic acid tert-butyl ester). The yield is 45.0%. As a reaction SMILES: [C:1]([O:5][C:6]([N:8]1[CH2:13][CH2:12][CH:11]([N:14]([C:27](=[O:36])[CH2:28][C:29]2[CH:34]=[CH:33][C:32]([F:35])=[CH:31][CH:30]=2)[N:15]([CH3:26])[C:16]([C:18]2[CH:23]=[CH:22][N:21]=[C:20]([S:24][CH3:25])[N:19]=2)=O)[CH2:10][CH2:9]1)=[O:7])([CH3:4])([CH3:3])[CH3:2].[H-].[Na+]>CN(C=O)C>[C:1]([O:5][C:6]([N:8]1[CH2:13][CH2:12][CH:11]([N:14]2[C:27](=[O:36])[C:28]([C:29]3[CH:34]=[CH:33][C:32]([F:35])=[CH:31][CH:30]=3)=[C:16]([C:18]3[CH:23]=[CH:22][N:21]=[C:20]([S:24][CH3:25])[N:19]=3)[N:15]2[CH3:26])[CH2:10][CH2:9]1)=[O:7])([CH3:4])([CH3:2])[CH3:3] |f:1.2|. Reported procedure: To a 0° C. solution of 4-{N-[2-(4-fluoro-phenyl)-acetyl]-N′-methyl-N′-(2-methylsulfanyl-pyrimidine-4-carbonyl)-hydrazino}-piperidine-1-carboxylic acid tert-butyl ester, 17, (26.7 g, 51.7 mmol) in DMF (50 mL) is slowly added NaH (3.1 g of a 60% dispersion in mineral oil, 77.55 mmol). The reaction mixture is stirred for 0.5 h at 0° C. and then quenched with 1.0 N HCl. The aqueous layer is extracted threee times with CH2Cl2. The combined organic layers are dried (MgSO4), filtered and concentrated i... Reactants: C[C@H]1NCCCC1 ((R)-2-methyl piperidine), C(C)(C)(C)C=1C=C(N(N1)C1=CC(=CC=C1)OCCO)NC(=O)N[C@H]1CC[C@H](C2=CC=CC=C12)OC=1C=CC=2N(C1)C(=NN2)N2[C@H](CCCC2)C (1-{5-tert-Butyl-2-[3-(2-hydroxy-ethoxy)-phenyl]-2H-pyrazol-3-yl}-3-{(1S,4R)-4-[3-((S)-2-methyl-piperidin-1-yl)-[1,2,4]triazolo[4,3-a]pyridin-6-yloxy]-1,2,3,4-tetrahydro-naphthalen-1-yl}-urea). Product: C(C)(C)(C)C=1C=C(N(N1)C1=CC(=CC=C1)OCCO)NC(=O)N[C@H]1CC[C@H](C2=CC=CC=C12)OC=1C=CC=2N(C1)C(=NN2)N2[C@@H](CCCC2)C (1-{5-tert-Butyl-2-[3-(2-hydroxy-ethoxy)-phenyl]-2H-pyrazol-3-yl}-3-{(1S,4R)-4-[3-((R)-2-methyl-piperidin-1-yl)-[1,2,4]triazolo[4,3-a]pyridin-6-yloxy]-1,2,3,4-tetrahydro-naphthalen-1-yl}-urea). RXN SMILES: C[C@@H]1CCCCN1.[C:8]([C:12]1[CH:13]=[C:14]([NH:27][C:28]([NH:30][C@@H:31]2[C:40]3[C:35](=[CH:36][CH:37]=[CH:38][CH:39]=3)[C@H:34]([O:41][C:42]3[CH:43]=[CH:44][C:45]4[N:46]([C:48]([N:51]5[CH2:56][CH2:55][CH2:54][CH2:53][C@@H:52]5[CH3:57])=[N:49][N:50]=4)[CH:47]=3)[CH2:33][CH2:32]2)=[O:29])[N:15]([C:17]2[CH:22]=[CH:21][CH:20]=[C:19]([O:23][CH2:24][CH2:25][OH:26])[CH:18]=2)[N:16]=1)([CH3:11])([CH3:10])[CH3:9]>>[C:8]([C:12]1[CH:13]=[C:14]([NH:27][C:28]([NH:30][C@@H:31]2[C:40]3[C:35](=[CH:36][CH:37]=[CH:38][CH:39]=3)[C@H:34]([O:41][C:42]3[CH:43]=[CH:44][C:45]4[N:46]([C:48]([N:51]5[CH2:56][CH2:55][CH2:54][CH2:53][C@H:52]5[CH3:57])=[N:49][N:50]=4)[CH:47]=3)[CH2:33][CH2:32]2)=[O:29])[N:15]([C:17]2[CH:22]=[CH:21][CH:20]=[C:19]([O:23][CH2:24][CH2:25][OH:26])[CH:18]=2)[N:16]=1)([CH3:11])([CH3:9])[CH3:10]. Procedure details: The title compound was prepared from (R)-2-methyl piperidine using analogous procedures to those described for the preparation of Intermediate 95e. LCMS (Method 3): Rt 3.63 min, m/z 679 [MH+]. RXN SMILES: [CH3:28][CH2:29][OH:30].[Cl:1][c:2]1[cH:3][c:4]([CH3:11])[n:5][c:6]2[n:7]1[n:8][cH:9][cH:10]2.[NH2:12][CH2:13][c:14]1[cH:15][cH:16][c:17](-[c:20]2[c:21]([C:26]#[N:27])[cH:22][cH:23][cH:24][cH:25]2)[cH:18][cH:19]1>>[c:2]1([NH:12][CH2:13][c:14]2[cH:15][cH:16][c:17](-[c:20]3[c:21]([C:26]#[N:27])[cH:22][cH:23][cH:24][cH:25]3)[cH:18][cH:19]2)[cH:3][c:4]([CH3:11])[n:5][c:6]2[n:7]1[n:8][cH:9][cH:10]2. The reactants are CCO, Cc1cc(Cl)n2nccc2n1, N#Cc1ccccc1-c1ccc(CN)cc1. Yields the product Cc1cc(NCc2ccc(-c3ccccc3C#N)cc2)n2nccc2n1. The reactants are C1=CC=C2C(=C1)C(=O)C(C2=O)(O)O (ninhydrin), Cl.CC1=C(C=CC=C1)NC(NN)=O (4-(2-methylphenyl)-semicarbazide hydrochloride). Yields the product CC1=C(C=CC=C1)NC(NN=C1C(C2=CC=CC=C2C1=O)=O)=O (2-[4-(2-methylphenyl)-semicarbazono]indan-1,3-dione). RXN SMILES: [CH:1]1[CH:6]=[C:5]2[C:7]([C:9](O)(O)[C:10](=[O:11])[C:4]2=[CH:3][CH:2]=1)=[O:8].Cl.[CH3:15][C:16]1[CH:21]=[CH:20][CH:19]=[CH:18][C:17]=1[NH:22][C:23](=[O:26])[NH:24][NH2:25]>>[CH3:15][C:16]1[CH:21]=[CH:20][CH:19]=[CH:18][C:17]=1[NH:22][C:23](=[O:26])[NH:24][N:25]=[C:9]1[C:10](=[O:11])[C:4]2[C:5](=[CH:6][CH:1]=[CH:2][CH:3]=2)[C:7]1=[O:8] |f:1.2|. Reported procedure: ninhydrin, 4-(2-methylphenyl)-semicarbazide hydrochloride